From a dataset of the Open Reaction Database (ORD), a public repository of structured organic reaction records. describe an organic reaction: reactants, conditions, products, and yield Reactants: C(C)(=O)SCCC(=O)Cl (3-(Acetylthio)propanoyl chloride), O[C@H](C(=O)O)COCC1=CC=CC=C1 ((S)-2-hydroxy-3-(phenylmethoxy)propanoic acid). The product is C(C)(=O)SCCC(O[C@H](C(=O)O)COCC1=CC=CC=C1)=O (2(S)-(3-(Acetylthio)-1-oxopropoxy)-3-(phenylmethoxy)propanoic acid). Isolated yield 50.1%. Reaction SMILES: [C:1]([S:4][CH2:5][CH2:6][C:7](Cl)=[O:8])(=[O:3])[CH3:2].[OH:10][C@@H:11]([CH2:15][O:16][CH2:17][C:18]1[CH:23]=[CH:22][CH:21]=[CH:20][CH:19]=1)[C:12]([OH:14])=[O:13]>>[C:1]([S:4][CH2:5][CH2:6][C:7](=[O:8])[O:10][C@@H:11]([CH2:15][O:16][CH2:17][C:18]1[CH:23]=[CH:22][CH:21]=[CH:20][CH:19]=1)[C:12]([OH:14])=[O:13])(=[O:3])[CH3:2]. Procedure: 3-(Acetylthio)propanoyl chloride (0.26 g, 1.56 mmol) and (S)-2-hydroxy-3-(phenylmethoxy)propanoic acid (0.3 g, 1.53 mmol) were heated at 60° for 1 h. The cooled reaction mixture was purified by chromatography on silica with dichloromethane/acetic acid mixtures as eluant to give the sub-title acid (0.25 g). The reactants are Cl, Nc1ccccc1, O=C(Oc1ccccc1)c1cc2cccc(O)c2cc1O. The product is O=C(Nc1ccccc1)c1cc2cccc(O)c2cc1O. Reaction SMILES: [ClH:29].[NH2:22][c:23]1[cH:24][cH:25][cH:26][cH:27][cH:28]1.[OH:1][c:2]1[cH:3][c:4]2[c:5]([OH:21])[cH:6][cH:7][cH:8][c:9]2[cH:10][c:11]1[C:12]([O:14][c:13]1[cH:15][cH:16][cH:17][cH:18][cH:19]1)=[O:20]>>[OH:1][c:2]1[cH:3][c:4]2[c:5]([OH:21])[cH:6][cH:7][cH:8][c:9]2[cH:10][c:11]1[C:12](=[O:14])[NH:22][c:23]1[cH:24][cH:25][cH:26][cH:27][cH:28]1.